This data is from the Open Reaction Database (ORD), a public repository of structured organic reaction records. The task is: describe an organic reaction: reactants, conditions, products, and yield The reagents and catalysts are C1CCC(CC1)N=C=NC2CCCCC2 (DCC), CCN(CC)CC (TEA), C1(=C(C(=C(C(=C1F)F)F)F)F)O (Pentafluorophenol). As a reaction SMILES: Cc1ccc2cccc(N)c2n1.COc1ncc(Br)cc1C(=O)O.C1CCC(CC1)N=C=NC2CCCCC2.C1(=C(C(=C(C(=C1F)F)F)F)F)O.CCN(CC)CC.CN(C)C=O>>COc1ncc(Br)cc1C(=O)Nc1cccc2ccc(C)nc12. Yields the product COc1ncc(Br)cc1C(=O)Nc1cccc2ccc(C)nc12. Reactants: COc1ncc(Br)cc1C(=O)O, Cc1ccc2cccc(N)c2n1. The solvent is CN(C)C=O (DMF), CN(C)C=O (DMF), CN(C)C=O (DMF), CN(C)C=O (DMF), CN(C)C=O (DMF), CN(C)C=O (DMF). The yield is 38.7%. Conditions: temperature 25 celsius, time 2 hour. Reactants: C(C)C1(CC(CCC1)=O)CCC(=O)O (ethyl 3-oxo-cyclohexanepropionic acid), CNN (methylhydrazine). Solvent: C(CC)O (n-propanol). The product is C1(CCCCC1)C1=NN(C(C1)=O)C (3-cyclohexyl-1-methyl-2-pyrazolin-5-one). Reaction SMILES: C([C:3]1([CH2:10][CH2:11][C:12]([OH:14])=O)[CH2:8][CH2:7][CH2:6][C:5](=O)[CH2:4]1)C.[CH3:15][NH:16][NH2:17]>C(O)CC>[CH:3]1([C:10]2[CH2:11][C:12](=[O:14])[N:16]([CH3:15])[N:17]=2)[CH2:8][CH2:7][CH2:6][CH2:5][CH2:4]1. Procedure details: To ethyl 3-oxo-cyclohexanepropionic acid (4.4 g, 0.234 mole) in n-propanol (500 ml) is added dropwise with stirring under nitrogen at 80° C. methylhydrazine (13.8 g, 0.3 mole). After heating at reflux during 5 hours, the reaction is cooled and evaporated to a residual oil. Crystallization from ethylacetate gives a white powder mp 170.5° C. to 172° C. Starting materials: COC(=O)C(=O)OC, C1CCOC1, Cl, [Mg], Brc1ccccc1C=Cc1ccccc1. RXN SMILES: [C:17]([C:18](=[O:19])[O:20][CH3:21])(=[O:22])[O:23][CH3:24].[CH2:26]1[O:27][CH2:28][CH2:29][CH2:30]1.[ClH:25].[Mg:16].[c:1]1([CH:7]=[CH:8][c:9]2[c:10]([Br:15])[cH:11][cH:12][cH:13][cH:14]2)[cH:2][cH:3][cH:4][cH:5][cH:6]1>>[c:1]1([CH:7]=[CH:8][c:9]2[c:10]([C:17]([C:18](=[O:19])[O:20][CH3:21])=[O:22])[cH:11][cH:12][cH:13][cH:14]2)[cH:2][cH:3][cH:4][cH:5][cH:6]1. Yields the product COC(=O)C(=O)c1ccccc1C=Cc1ccccc1.